This data is from the Open Reaction Database (ORD), a public repository of structured organic reaction records. The task is: describe an organic reaction: reactants, conditions, products, and yield Reactants: CCCN=C=O, Nc1ccc2oc([N+](=O)[O-])c(-c3ccccc3)c2c1, c1ccccc1. Product: CCCNC(=O)Nc1ccc2oc([N+](=O)[O-])c(-c3ccccc3)c2c1. As a reaction SMILES: [CH2:20]([CH2:21][CH3:22])[N:23]=[C:24]=[O:25].[NH2:1][c:2]1[cH:3][cH:4][c:5]2[c:6]([c:7](-[c:13]3[cH:14][cH:15][cH:16][cH:17][cH:18]3)[c:8]([N+:10](=[O:11])[O-:12])[o:9]2)[cH:19]1.[cH:26]1[cH:27][cH:28][cH:29][cH:30][cH:31]1>>[NH:1]([c:2]1[cH:3][cH:4][c:5]2[c:6]([c:7](-[c:13]3[cH:14][cH:15][cH:16][cH:17][cH:18]3)[c:8]([N+:10](=[O:11])[O-:12])[o:9]2)[cH:19]1)[C:24]([NH:23][CH2:20][CH2:21][CH3:22])=[O:25]. Run at time 1 hour. Solvent: S(O)(O)(=O)=O (sulfuric acid). Reported procedure: A sample of methyl 4-chloro-α-methoxy-o-toluate (10 g.) is added in small portions at 15°-20° to a solution of potassium nitrate (4.9 g.) in concentrated sulfuric acid. When the addition is complete, the mixture is stirred for 1 hour at 10°-15°, the poured onto ice and the precipitated solid (12.8 g.) collected by filtration. A sample of the damp product is recrystallized from 90% ethanol. After recrystallization, the solid mp is 77°-81°. Reaction SMILES: [Cl:1][C:2]1[CH:3]=[C:4]([C:11]([O:13][CH3:14])=[O:12])[C:5]([CH2:8][O:9][CH3:10])=[CH:6][CH:7]=1.[N+:15]([O-])([O-:17])=[O:16].[K+]>S(=O)(=O)(O)O>[Cl:1][C:2]1[CH:3]=[C:4]([C:11]([O:13][CH3:14])=[O:12])[C:5]([CH2:8][O:9][CH3:10])=[CH:6][C:7]=1[N+:15]([O-:17])=[O:16] |f:1.2|. The reactants are ClC=1C=C(C(=CC1)COC)C(=O)OC (methyl 4-chloro-α-methoxy-o-toluate), [N+](=O)([O-])[O-].[K+] (potassium nitrate). Yields the product ClC=1C=C(C(=CC1[N+](=O)[O-])COC)C(=O)OC (Methyl 4-chloro-α-methoxy-5-nitro-o-toluate). Starting materials: BrC=1C(C2=CC(=CC=C2C1C1=CC=C(C=C1)Cl)OCCN1CCN(CC1)S(=O)(=O)C)=O (2-Bromo-3-(4-chlorophenyl)-6-(2-(4-(methylsulfonyl)piperazin-1-yl)ethoxy)-1H-inden-1-one), O1CCN(CC1)CCOC1=CC=C2C(=C(C(C2=C1)=O)Br)C1=CC=CC=C1 (6-(2-morpholinoethoxy)-2-bromo-3-phenyl-1H-inden-1-one), N1=CN=CC(=C1)B(O)O (5-pyrimidinylboronic acid). Product: ClC1=CC=C(C=C1)C1=C(C(C2=CC(=CC=C12)OCCN1CCN(CC1)S(=O)(=O)C)=O)C=1C=NC=NC1 (3-(4-Chlorophenyl)-6-(2-(4-(methylsulfonyl)piperazin-1-yl)ethoxy)-2-(pyrimidin-5-yl)-1H-inden-1-one). The yield is 50.0%. RXN SMILES: Br[C:2]1[C:3](=[O:31])[C:4]2[C:9]([C:10]=1[C:11]1[CH:16]=[CH:15][C:14]([Cl:17])=[CH:13][CH:12]=1)=[CH:8][CH:7]=[C:6]([O:18][CH2:19][CH2:20][N:21]1[CH2:26][CH2:25][N:24]([S:27]([CH3:30])(=[O:29])=[O:28])[CH2:23][CH2:22]1)[CH:5]=2.O1CCN(CCOC2C=C3C(C(C4C=CC=CC=4)=C(Br)C3=O)=CC=2)CC1.[N:58]1[CH:63]=[C:62](B(O)O)[CH:61]=[N:60][CH:59]=1>>[Cl:17][C:14]1[CH:13]=[CH:12][C:11]([C:10]2[C:9]3[C:4](=[CH:5][C:6]([O:18][CH2:19][CH2:20][N:21]4[CH2:22][CH2:23][N:24]([S:27]([CH3:30])(=[O:28])=[O:29])[CH2:25][CH2:26]4)=[CH:7][CH:8]=3)[C:3](=[O:31])[C:2]=2[C:62]2[CH:63]=[N:58][CH:59]=[N:60][CH:61]=2)=[CH:16][CH:15]=1. Reported procedure: The procedure of Step 7 of Example 1 was repeated except for using 2-bromo-3-(4-chlorophenyl)-6-(2-(4-(methylsulfonyl)piperazin-1-yl)ethoxy)-1H-inden-1-one obtained in Step 1 of Example 53 as a starting material instead of 6-(2-morpholinoethoxy)-2-bromo-3-phenyl-1H-inden-1-one, 5-pyrimidinylboronic acid instead of 3-pyridinylboronic acid, and being purified by prep HPLC (CH3CN/H2O=7:3) to obtain the title compound (50%). The reactants are C1(=CC=CC2=CC=CC=C12)C=CC(C)=O (4-(1-naphthyl)-3-buten-2-one), Cl.NO (hydroxylamine hydrochloride), [OH-].[Na+] (sodium hydroxide). The solvent is CO (methanol). Product: C1(=CC=CC2=CC=CC=C12)C=CC(C)=NO (4-(1-naphthyl)-3-buten-2-one 2-oxime). Yield: 60.9%. Reaction SMILES: [C:1]1([CH:11]=[CH:12][C:13](=O)[CH3:14])[C:10]2[C:5](=[CH:6][CH:7]=[CH:8][CH:9]=2)[CH:4]=[CH:3][CH:2]=1.Cl.[NH2:17][OH:18].[OH-].[Na+]>CO>[C:1]1([CH:11]=[CH:12][C:13](=[N:17][OH:18])[CH3:14])[C:10]2[C:5](=[CH:6][CH:7]=[CH:8][CH:9]=2)[CH:4]=[CH:3][CH:2]=1 |f:1.2,3.4|. Procedure details: In a 250 ml single neck flask was charged 5.88 g (30.3 mmoles, 1.0 eq.) of 4-(1-naphthyl)-3-buten-2-one and 5.2 g (75.4 mmoles, 2.5 eq) of hydroxylamine hydrochloride and 6 g of 50% sodium hydroxide (75 mmoles, 2.5 eq) and 100 ml of methanol. The reaction mixture was stirred at reflux for 2 hours. The reaction mixture was concentrated, diluted with water (50 ml), and then extracted with ethyl acetate (2×50 ml). The organic phase was dried and concentrated, to obtain 3.9 g of 4-(1-naphthyl)-3-but... Starting materials: Cc1nc(-c2ccccc2)nc(-c2cccc([N+](=O)[O-])c2)c1CBr, CN1CCNCC1, CC(C)O. The product is Cc1nc(-c2ccccc2)nc(-c2cccc([N+](=O)[O-])c2)c1CN1CCN(C)CC1. As a reaction SMILES: [Br:1][CH2:2][c:3]1[c:4](-[c:16]2[cH:17][c:18]([N+:22](=[O:23])[O-:24])[cH:19][cH:20][cH:21]2)[n:5][c:6](-[c:10]2[cH:11][cH:12][cH:13][cH:14][cH:15]2)[n:7][c:8]1[CH3:9].[CH3:25][N:26]1[CH2:27][CH2:28][NH:29][CH2:30][CH2:31]1.[CH:32]([OH:33])([CH3:34])[CH3:35]>>[CH2:2]([c:3]1[c:4](-[c:16]2[cH:17][c:18]([N+:22](=[O:23])[O-:24])[cH:19][cH:20][cH:21]2)[n:5][c:6](-[c:10]2[cH:11][cH:12][cH:13][cH:14][cH:15]2)[n:7][c:8]1[CH3:9])[N:29]1[CH2:28][CH2:27][N:26]([CH3:25])[CH2:31][CH2:30]1. Starting materials: [H][H] (hydrogen), CC1=C(OC2=CC(=NC=C2)NC(COC)=O)C=CC(=C1C)[N+](=O)[O-] (N-(4-(2,3-dimethyl-4-nitrophenoxy)pyridin-2-yl)-2-methoxyacetamide), CO (MeOH). Reagents/catalysts: [Pt] (Pt/C). Run in CC(=O)O (AcOH). The product is NC1=C(C(=C(OC2=CC(=NC=C2)NC(COC)=O)C=C1)C)C (N-(4-(4-amino-2,3-dimethylphenoxy)pyridin-2-yl)-2-methoxy acetamide), Intermediate H5. Yield: 100.0%. As a reaction SMILES: [CH3:1][C:2]1[C:20]([CH3:21])=[C:19]([N+:22]([O-])=O)[CH:18]=[CH:17][C:3]=1[O:4][C:5]1[CH:10]=[CH:9][N:8]=[C:7]([NH:11][C:12](=[O:16])[CH2:13][O:14][CH3:15])[CH:6]=1.CO.[H][H]>[Pt].CC(O)=O>[NH2:22][C:19]1[CH:18]=[CH:17][C:3]([O:4][C:5]2[CH:10]=[CH:9][N:8]=[C:7]([NH:11][C:12](=[O:16])[CH2:13][O:14][CH3:15])[CH:6]=2)=[C:2]([CH3:1])[C:20]=1[CH3:21]. Procedure details: A solution of N-(4-(2,3-dimethyl-4-nitrophenoxy)pyridin-2-yl)-2-methoxyacetamide (90 mg, 0.272 mmol) in a mixture MeOH (30 mL) and AcOH (2.0 mL) was subjected to hydrogenation by passage through a Thales H-cube (1.0 mL min−1, 50° C., 55 mm 10% Pt/C Cat-Cart, full hydrogen mode) and was then evaporated in vacuo to afford the title compound, Intermediate H5, (82 mg, 100%); Rt 1.21 min (Method 2); m/z 302 (M+H)+ (ES+).